describe an organic reaction: reactants, conditions, products, and yield From a dataset of the Open Reaction Database (ORD), a public repository of structured organic reaction records. Starting materials: FC1=C(C=CC(=C1)OC1=CC=NC2=C1N=CC(N2)=O)NC(OC2=CC=CC=C2)=O (phenyl 2-fluoro-4-(3-oxo-3,4-dihydropyrido[3,2-b]pyrazin-8-yloxy)phenylcarbamate), C(C)(C)(C)C1=NN(C(=C1)N)C=1C=NC(=CC1)C (3-tert-butyl-1-(6-methylpyridin-3-yl)-1H-pyrazol-5-amine). Yields the product C(C)(C)(C)C1=NN(C(=C1)NC(=O)NC1=C(C=C(C=C1)OC1=CC=NC2=C1N=CC(N2)=O)F)C=2C=NC(=CC2)C (1-(3-tert-butyl-1-(6-methylpyridin-3-yl)-1H-pyrazol-5-yl)-3-(2-fluoro-4-(3-oxo-3,4-dihydropyrido[3,2-b]pyrazin-8-yloxy)phenyl)urea). Isolated yield 16.7%. As a reaction SMILES: [F:1][C:2]1[CH:7]=[C:6]([O:8][C:9]2[C:14]3[N:15]=[CH:16][C:17](=[O:19])[NH:18][C:13]=3[N:12]=[CH:11][CH:10]=2)[CH:5]=[CH:4][C:3]=1[NH:20][C:21](=[O:29])OC1C=CC=CC=1.[C:30]([C:34]1[CH:38]=[C:37]([NH2:39])[N:36]([C:40]2[CH:41]=[N:42][C:43]([CH3:46])=[CH:44][CH:45]=2)[N:35]=1)([CH3:33])([CH3:32])[CH3:31]>>[C:30]([C:34]1[CH:38]=[C:37]([NH:39][C:21]([NH:20][C:3]2[CH:4]=[CH:5][C:6]([O:8][C:9]3[C:14]4[N:15]=[CH:16][C:17](=[O:19])[NH:18][C:13]=4[N:12]=[CH:11][CH:10]=3)=[CH:7][C:2]=2[F:1])=[O:29])[N:36]([C:40]2[CH:41]=[N:42][C:43]([CH3:46])=[CH:44][CH:45]=2)[N:35]=1)([CH3:33])([CH3:32])[CH3:31]. Procedure: Method F4 was used with 65 mg (0.17 mmol) of phenyl 2-fluoro-4-(3-oxo-3,4-dihydropyrido[3,2-b]pyrazin-8-yloxy)phenylcarbamate and 45 mg (0.2 mmol) of 3-tert-butyl-1-(6-methylpyridin-3-yl)-1H-pyrazol-5-amine (Regan, J. et al., J. Med. Chem. 2002, 45, 2994-3008). Obtained 15 mg, 17% yield of the title compound. Starting materials: C(C)N(C(N[C@@H]1CN([C@@H]2CC3=C(NC4=CC(=CC([C@H]2C1)=C34)C=O)C)C)=O)CC (8alpha-(3,3-diethylureido)-2,6-dimethyl-ergoline-13-carbaldehyde), [H-].[Al+3].[Li+].[H-].[H-].[H-] (lithium aluminum hydride), O (water), [OH-].[Na+] (sodium hydroxide), O (water). Run in O1CCCC1 (tetrahydrofuran), C(Cl)(Cl)Cl (chloroform). The product is C(C)N(C(=O)N[C@@H]1CN([C@@H]2CC3=C(NC4=CC(=CC([C@H]2C1)=C34)CO)C)C)CC (1,1-Diethyl-3-(2,6-dimethyl-13-hydroxymethyl-8alpha-ergolinyl)-urea). Reaction SMILES: [CH2:1]([N:3]([CH2:27][CH3:28])[C:4](=[O:26])[NH:5][C@H:6]1[CH2:20][C@H:19]2[C@@H:9]([CH2:10][C:11]3[C:21]4[C:14](=[CH:15][C:16]([CH:22]=[O:23])=[CH:17][C:18]2=4)[NH:13][C:12]=3[CH3:24])[N:8]([CH3:25])[CH2:7]1)[CH3:2].[H-].[Al+3].[Li+].[H-].[H-].[H-].O.[OH-].[Na+]>O1CCCC1.C(Cl)(Cl)Cl>[CH2:27]([N:3]([CH2:1][CH3:2])[C:4]([NH:5][C@H:6]1[CH2:20][C@H:19]2[C@@H:9]([CH2:10][C:11]3[C:21]4[C:14](=[CH:15][C:16]([CH2:22][OH:23])=[CH:17][C:18]2=4)[NH:13][C:12]=3[CH3:24])[N:8]([CH3:25])[CH2:7]1)=[O:26])[CH3:28] |f:1.2.3.4.5.6,8.9|. Procedure details: 370 mg of 8alpha-(3,3-diethylureido)-2,6-dimethyl-ergoline-13-carbaldehyde (1 mmol) is dissolved in 50 ml of tetrahydrofuran and reduced with 200 mg of lithium aluminum hydride at room temperature for 1 hour. The mixture is cooled off in an ice bath and mixed in succession with 0.2 ml of water, 0.2 ml of 15% sodium hydroxide solution and 0.6 ml of water, the precipitate is filtered off and the filtrate is evaporated to dryness. The residue is chromatographed on silica gel with dichloromethane/me... Starting materials: CC(C)(C)OC(=O)NC1=NC(CF)(c2cccc(NC(=O)c3ccc(Br)cn3)c2)COC1, Cl, C1COCCO1. The product is NC1=NC(CF)(c2cccc(NC(=O)c3ccc(Br)cn3)c2)COC1. As a reaction SMILES: [C:1]([O:2][C:3](=[O:4])[NH:7][C:8]1=[N:13][C:12]([CH2:14][F:15])([c:16]2[cH:17][c:18]([NH:22][C:23](=[O:24])[c:25]3[n:26][cH:27][c:28]([Br:31])[cH:29][cH:30]3)[cH:19][cH:20][cH:21]2)[CH2:11][O:10][CH2:9]1)([CH3:5])([CH3:6])[CH3:32].[ClH:33].[O:34]1[CH2:35][CH2:36][O:37][CH2:38][CH2:39]1>>[NH2:7][C:8]1=[N:13][C:12]([CH2:14][F:15])([c:16]2[cH:17][c:18]([NH:22][C:23](=[O:24])[c:25]3[n:26][cH:27][c:28]([Br:31])[cH:29][cH:30]3)[cH:19][cH:20][cH:21]2)[CH2:11][O:10][CH2:9]1. Starting materials: [Al+3], CC(C)[O-], CC(C)[O-], CC(C)[O-], Cc1ccccc1, CCOCC, O=C1CCCCC1, CC12CCC3C(CCC4CC(O)CCC43C)C1CC=C2c1cccnc1. Product: CC12CCC3C(CCC4CC(=O)CCC43C)C1CC=C2c1cccnc1. As a reaction SMILES: [Al+3:31].[CH3:27][CH:28]([CH3:29])[O-:30].[CH3:32][CH:33]([CH3:34])[O-:35].[CH3:36][CH:37]([CH3:38])[O-:39].[CH3:40][c:41]1[cH:42][cH:43][cH:44][cH:45][cH:46]1.[CH3:54][CH2:55][O:56][CH2:57][CH3:58].[O:47]=[C:48]1[CH2:49][CH2:50][CH2:51][CH2:52][CH2:53]1.[n:1]1[cH:2][c:3]([C:7]2=[CH:12][CH2:11][CH:10]3[C:8]2([CH3:9])[CH2:25][CH2:24][CH:23]2[CH:13]3[CH2:14][CH2:15][CH:16]3[CH2:17][CH:18]([OH:26])[CH2:19][CH2:20][C:21]32[CH3:22])[cH:4][cH:5][cH:6]1>>[n:1]1[cH:2][c:3]([C:7]2=[CH:12][CH2:11][CH:10]3[C:8]2([CH3:9])[CH2:25][CH2:24][CH:23]2[CH:13]3[CH2:14][CH2:15][CH:16]3[CH2:17][C:18](=[O:26])[CH2:19][CH2:20][C:21]32[CH3:22])[cH:4][cH:5][cH:6]1. Reactants: CCOC(=O)C=CC1CCCN1C(=O)OCc1ccccc1, CC(C)C[Al+]CC(C)C, [H-], C1CCOC1. The product is O=C(OCc1ccccc1)N1CCCC1C=CCO. As a reaction SMILES: [CH2:1]([c:2]1[cH:3][cH:4][cH:5][cH:6][cH:7]1)[O:8][C:9](=[O:10])[N:11]1[CH:12]([CH:16]=[CH:17][C:18](=[O:19])[O:20][CH2:21][CH3:22])[CH2:13][CH2:14][CH2:15]1.[CH2:24]([Al+:25][CH2:26][CH:27]([CH3:28])[CH3:29])[CH:30]([CH3:31])[CH3:32].[H-:23].[O:33]1[CH2:34][CH2:35][CH2:36][CH2:37]1>>[CH2:1]([c:2]1[cH:3][cH:4][cH:5][cH:6][cH:7]1)[O:8][C:9](=[O:10])[N:11]1[CH:12]([CH:16]=[CH:17][CH2:18][OH:19])[CH2:13][CH2:14][CH2:15]1. The reactants are 2,3,5-tri-O-benzyl-1-α-D-arabinofuranosylchloride, C(C1=CC=CC=C1)O[C@@H]1C(OC(C2=CC=C(C=C2)[N+](=O)[O-])=O)O[C@@H]([C@H]1OCC1=CC=CC=C1)COCC1=CC=CC=C1 (2,3,5-tri-O-benzyl-1-O-p-nitrobenzoyl-D-arabinofuranose), N(=[N+]=[N-])C1=C2NC=NC2=NC(=N1)F (6-azido-2-fluoropurine). Solvent: C(C)#N (acetonitrile). Reaction conditions: time 1 hour. Yields the product [C@@H]1([C@@H](O)[C@H](O)[C@H](O1)CO)N1C2=NC(=NC(=C2N=C1)N)F (9-β-D-Arabinofuranosyl-2-fluoroadenine). Yield: 17.6%. RXN SMILES: C([O:8][C@H:9]1[C@H:25]([O:26]CC2C=CC=CC=2)[C@@H:24]([CH2:34][O:35]CC2C=CC=CC=2)[O:23][CH:10]1OC(=O)C1C=CC([N+]([O-])=O)=CC=1)C1C=CC=CC=1.[N:43]([C:46]1[N:54]=[C:53]([F:55])[N:52]=[C:51]2[C:47]=1[NH:48][CH:49]=[N:50]2)=[N+]=[N-]>C(#N)C>[C@@H:10]1([N:50]2[CH:49]=[N:48][C:47]3[C:51]2=[N:52][C:53]([F:55])=[N:54][C:46]=3[NH2:43])[O:23][C@H:24]([CH2:34][OH:35])[C@@H:25]([OH:26])[C@@H:9]1[OH:8]. Reported procedure: A solution of 2,3,5-tri-O-benzyl-1-α-D-arabinofuranosylchloride (freshly prepared from 1.9 g of 2,3,5-tri-O-benzyl-1-O-p-nitrobenzoyl-D-arabinofuranose) and 6-azido-2-fluoropurine (0.50 g) in anhydrous acetonitrile (30 mL) was stirred for 1 hour at room temperature and then 3 Å molecular sieve (1.26 g, pellets) was added. The mixture was stirred under an inert atmosphere for 3 days and then filtered. The filtrate was concentrated under reduced pressure and the residue was dissolved in 2-propanol...